Dataset: the Open Reaction Database (ORD), a public repository of structured organic reaction records. Task: describe an organic reaction: reactants, conditions, products, and yield Reactants: CCC(C)(C)c1ccccc1, CC(C)(C)OC(=O)NC(=N)c1ccc2c(c1)C(CCN)CO2, CN(C)C=O, O=S(=O)(Cl)Cl, c1ccncc1. Yields the product CCC(C)(C)c1ccc(S(=O)(=O)NCCC2COc3ccc(C(=N)NC(=O)OC(C)(C)C)cc32)cc1. Reaction SMILES: [C:28]([CH3:29])([CH3:30])([CH2:31][CH3:32])[c:33]1[cH:34][cH:35][cH:36][cH:37][cH:38]1.[NH2:1][CH2:2][CH2:3][CH:4]1[CH2:5][O:6][c:7]2[c:8]1[cH:9][c:10]([C:13]([NH:14][C:15](=[O:16])[O:17][C:18]([CH3:19])([CH3:20])[CH3:21])=[NH:22])[cH:11][cH:12]2.[O:39]=[CH:40][N:41]([CH3:42])[CH3:43].[S:23](=[O:24])(=[O:25])([Cl:26])[Cl:27].[cH:44]1[cH:45][cH:46][n:47][cH:48][cH:49]1>>[NH:1]([CH2:2][CH2:3][CH:4]1[CH2:5][O:6][c:7]2[c:8]1[cH:9][c:10]([C:13]([NH:14][C:15](=[O:16])[O:17][C:18]([CH3:19])([CH3:20])[CH3:21])=[NH:22])[cH:11][cH:12]2)[S:23](=[O:24])(=[O:25])[c:36]1[cH:35][cH:34][c:33]([C:28]([CH3:29])([CH3:30])[CH2:31][CH3:32])[cH:38][cH:37]1. Starting materials: O=C([O-])[O-], C=O, O=CO, ClCCl, [Na+], [Na+], FC1CCNCCC1Oc1cccc2ccc(-c3nnc4ccccn34)nc12. The product is CN1CCC(F)C(Oc2cccc3ccc(-c4nnc5ccccn45)nc23)CC1. As a reaction SMILES: [C:29](=[O:30])([O-:31])[O-:32].[CH2:38]=[O:39].[CH:35]([OH:36])=[O:37].[Cl:40][CH2:41][Cl:42].[Na+:33].[Na+:34].[n:1]1[n:2][c:3](-[c:10]2[n:11][c:12]3[c:13]([O:20][CH:21]4[CH2:22][CH2:23][NH:24][CH2:25][CH2:26][CH:27]4[F:28])[cH:14][cH:15][cH:16][c:17]3[cH:18][cH:19]2)[n:4]2[c:5]1[cH:6][cH:7][cH:8][cH:9]2>>[n:1]1[n:2][c:3](-[c:10]2[n:11][c:12]3[c:13]([O:20][CH:21]4[CH2:22][CH2:23][N:24]([CH3:29])[CH2:25][CH2:26][CH:27]4[F:28])[cH:14][cH:15][cH:16][c:17]3[cH:18][cH:19]2)[n:4]2[c:5]1[cH:6][cH:7][cH:8][cH:9]2. The reactants are O=C([O-])[O-], CC#N, CCCCI, [K+], [K+], OCc1ccccc1O. Product: CCCCOc1ccccc1CO. As a reaction SMILES: [C:10](=[O:11])([O-:12])[O-:13].[CH3:21][C:22]#[N:23].[I:16][CH2:17][CH2:18][CH2:19][CH3:20].[K+:14].[K+:15].[OH:1][CH2:2][c:3]1[c:4]([OH:9])[cH:5][cH:6][cH:7][cH:8]1>>[OH:1][CH2:2][c:3]1[c:4]([O:9][CH2:17][CH2:18][CH2:19][CH3:20])[cH:5][cH:6][cH:7][cH:8]1. Starting materials: CC(=O)O, CN(C)C=O, C[Si](C)(C)Cl, [I-], [Na+], OCc1cc2c(cn1)[nH]c1ccccc12, [Zn]. Yields the product Cc1cc2c(cn1)[nH]c1ccccc12. As a reaction SMILES: [CH3:23][C:24](=[O:25])[OH:26].[CH3:27][N:28]([CH3:29])[CH:30]=[O:31].[Cl:18][Si:19]([CH3:20])([CH3:21])[CH3:22].[I-:17].[Na+:16].[OH:1][CH2:2][c:3]1[n:4][cH:5][c:6]2[nH:7][c:8]3[cH:9][cH:10][cH:11][cH:12][c:13]3[c:14]2[cH:15]1.[Zn:32]>>[CH3:2][c:3]1[n:4][cH:5][c:6]2[nH:7][c:8]3[cH:9][cH:10][cH:11][cH:12][c:13]3[c:14]2[cH:15]1. The reactants are ice, COC1=CC=C(COC=2C=C(C=CC2OCC2=CC=C(C=C2)OC)C(C)(O)OCC2=CC=CC=C2)C=C1 (3,4-di(p-methoxybenzyloxy)benzyloxyphenylethanol), C(C)(=O)OC(C)=O (acetic anhydride). Run in N1=CC=CC=C1 (pyridine). Yields the product COC1=CC=C(COC2=C(C=CC=C2OCC2=CC=C(C=C2)OC)C(C)O)C=C1 (2,3-di(p-methoxybenzyloxy)-1-hydroxyethylbenzene). Yield: 91.5%. Reaction SMILES: [CH3:1][O:2][C:3]1[CH:37]=[CH:36][C:6]([CH2:7][O:8][C:9]2[CH:10]=[C:11](C(OCC3C=CC=CC=3)(O)C)[CH:12]=[CH:13][C:14]=2[O:15][CH2:16][C:17]2[CH:22]=[CH:21][C:20]([O:23][CH3:24])=[CH:19][CH:18]=2)=[CH:5][CH:4]=1.[C:38](OC(=O)C)(=[O:40])[CH3:39]>N1C=CC=CC=1>[CH3:24][O:23][C:20]1[CH:21]=[CH:22][C:17]([CH2:16][O:15][C:14]2[C:9]([O:8][CH2:7][C:6]3[CH:36]=[CH:37][C:3]([O:2][CH3:1])=[CH:4][CH:5]=3)=[CH:10][CH:11]=[CH:12][C:13]=2[CH:38]([OH:40])[CH3:39])=[CH:18][CH:19]=1. Procedure details: To an ice cold solution of α-chloro-3,4-dihydroxypropiophenone (2) (1.0 g; 4.98 mMol.) in pyridine (3 ml) is added acetic anhydride (1.2 ml) After 1.5 hours at room temperature, the reaction mixture is concentrated under reduced pressure. The residue is dissolved in chloroform, washed with water, dried, and concentrated under reduced pressure to give α-chloro-2,3-diacetoxypropiopheonen (3) (1.3 g). Isolated yield 76.1%. The reactants are C(C)[SiH](CC)CC (Triethylsilane), C(C)(C)(C)C=1OC2=C(C1)C(=C(C(=C2)C(C)(C)C)O)C(C)(C)C (2,4,6-tri-tert-butyl-5-hydroxybenzofuran), FC(C(=O)O)(F)F (trifluoroacetic acid), ice water, [OH-].[Na+] (sodium hydroxide). RXN SMILES: C([SiH](CC)CC)C.[C:8]([C:12]1[O:13][C:14]2[CH:20]=[C:19]([C:21]([CH3:24])([CH3:23])[CH3:22])[C:18]([OH:25])=[C:17]([C:26]([CH3:29])([CH3:28])[CH3:27])[C:15]=2[CH:16]=1)([CH3:11])([CH3:10])[CH3:9].FC(F)(F)C(O)=O.[OH-].[Na+]>>[C:8]([CH:12]1[CH2:16][C:15]2[C:17]([C:26]([CH3:29])([CH3:28])[CH3:27])=[C:18]([OH:25])[C:19]([C:21]([CH3:24])([CH3:23])[CH3:22])=[CH:20][C:14]=2[O:13]1)([CH3:11])([CH3:9])[CH3:10] |f:3.4|. Reaction conditions: temperature 0 celsius, time 15 minute. Yields the product C(C)(C)(C)C1OC2=C(C1)C(=C(C(=C2)C(C)(C)C)O)C(C)(C)C (2,4,6-tri-tert-butyl-5-hydroxy-2,3-dihydrobenzofuran). Reported procedure: Triethylsilane (76 ml) was added to 2,4,6-tri-tert-butyl-5-hydroxybenzofuran (24.7 g, 82 mmol) and trifluoroacetic acid (38 ml) was added dropwise to the mixture under ice cooling. The mixture was stirred first at 0° C. for 15 min, then at room temperature for 15 min before it was poured into ice water. The mixture was neutralized with an aqueous solution of 1N sodium hydroxide and subjected to extraction with ethyl acetate. The extracted layer was washed with a saturated aqueous solution of sod... Reactants: C(C)OC(=O)C1=C[C@H]([C@@H]([C@H](C1)N=[N+]=[N-])NC(C)=O)OC(CC)CC ((3R,4R,5S)-4-Acetylamino-5-azido-3-(1-ethyl-propoxy)cyclohex-1-enecarboxylic Acid Ethyl Ester), O (water), C(C)(=O)O (acetic acid), C(CCC)P(CCCC)CCCC (tributylphosphine). The solvent is CCO (EtOH), CCO (EtOH). Conditions: temperature 3 celsius, time 90 minute. Yields the product C(C)OC(=O)C1=C[C@H]([C@@H]([C@H](C1)N)NC(C)=O)OC(CC)CC ((3R,4R,5S)-4-acetylamino-5-amino-3-(1-ethyl-propoxy)cyclohex-1-enecarboxylic Acid Ethyl Ester). Reaction SMILES: [CH2:1]([O:3][C:4]([C:6]1[CH2:11][C@H:10]([N:12]=[N+]=[N-])[C@@H:9]([NH:15][C:16](=[O:18])[CH3:17])[C@H:8]([O:19][CH:20]([CH2:23][CH3:24])[CH2:21][CH3:22])[CH:7]=1)=[O:5])[CH3:2].O.C(O)(=O)C.C(P(CCCC)CCCC)CCC>CCO>[CH2:1]([O:3][C:4]([C:6]1[CH2:11][C@H:10]([NH2:12])[C@@H:9]([NH:15][C:16](=[O:18])[CH3:17])[C@H:8]([O:19][CH:20]([CH2:23][CH3:24])[CH2:21][CH3:22])[CH:7]=1)=[O:5])[CH3:2]. Procedure details: To a solution of 50.0 g (0.147 mol) of 30, 300 mL of EtOH, 50 mL of water and 0.09 g of acetic acid in a nitrogen-purged 1000 mL glass reactor fitted with a mechanical stirrer, a condenser, and a 250 mL dropping funnel was added a solution of 31.4 g (0.155 mol) of tributylphosphine in 150 mL EtOH at a temperature of 5° C. (+/−5° C.) over a period of 30-90 min. The reaction temperature was maintained at this temperature by slight cooling of the jacket (ca. 3° C.). The funnel was rinsed with 20 mL... Reactants: ClC12CN(CC(C(=C1Cl)Cl)(C2(OC)OC)Cl)CC2=CC=C(C=C2)OC (1,5,6,7-Tetrachloro-8,8-dimethoxy-3-(4-methoxy-benzyl)-3-aza-bicyclo[3.2.1]oct-6-ene), C(C)(C)(C)O (t-butanol), [Na] (Sodium). Run in O1CCOCC1 (dioxane), hexanes ethanol THF hexanes. Reaction conditions: temperature 92 celsius. Product: COC1(C2CN(CC1C=C2)CC2=CC=C(C=C2)OC)OC (8,8-Dimethoxy-3-(4-methoxy-benzyl)-3-aza-bicyclo[3.2.1]oct-6-ene). Yield: 9.4%. RXN SMILES: Cl[C:2]12[C:11]([O:14][CH3:15])([O:12][CH3:13])[C:6](Cl)([C:7](Cl)=[C:8]1Cl)[CH2:5][N:4]([CH2:17][C:18]1[CH:23]=[CH:22][C:21]([O:24][CH3:25])=[CH:20][CH:19]=1)[CH2:3]2.C(O)(C)(C)C.[Na]>O1CCOCC1>[CH3:15][O:14][C:11]1([O:12][CH3:13])[CH:2]2[CH:8]=[CH:7][CH:6]1[CH2:5][N:4]([CH2:17][C:18]1[CH:23]=[CH:22][C:21]([O:24][CH3:25])=[CH:20][CH:19]=1)[CH2:3]2 |^1:30|. Procedure: 1,5,6,7-Tetrachloro-8,8-dimethoxy-3-(4-methoxy-benzyl)-3-aza-bicyclo[3.2.1]oct-6-ene (6.23 g, 146 mmol) and t-butanol (25.13 mL, 263 mmol) were dissolved in dioxane (75 mL) in a flame dried 3N RB equipped with a water condenser and thermometer then heated to a gentle reflux (internal temp 92° C.). Sodium (5.36 g, 233 mmol) was pre-washed sequentially with hexanes/ethanol/THF/hexanes then added portionwise to the above refluxing mixture over 45 min The reaction was heated overnight and judged com... Reactants: Nc1ncccc1-c1cnn(C(c2ccccc2)(c2ccccc2)c2ccccc2)c1, CO, Cl, C1CCOC1. Yields the product Nc1ncccc1-c1cn[nH]c1. As a reaction SMILES: [C:1]([c:2]1[cH:3][cH:4][cH:5][cH:6][cH:7]1)([c:8]1[cH:9][cH:10][cH:11][cH:12][cH:13]1)([c:14]1[cH:15][cH:16][cH:17][cH:18][cH:19]1)[n:20]1[n:21][cH:22][c:23](-[c:25]2[c:26]([NH2:31])[n:27][cH:28][cH:29][cH:30]2)[cH:24]1.[CH3:33][OH:34].[ClH:32].[O:35]1[CH2:36][CH2:37][CH2:38][CH2:39]1>>[nH:20]1[n:21][cH:22][c:23](-[c:25]2[c:26]([NH2:31])[n:27][cH:28][cH:29][cH:30]2)[cH:24]1.